describe an organic reaction: reactants, conditions, products, and yield From a dataset of the Open Reaction Database (ORD), a public repository of structured organic reaction records. Reactants: COC(=O)c1cc(COS(C)(=O)=O)cc([N+](=O)[O-])c1, CCOC(C)=O, [N-]=[N+]=[N-], [Na+], CN(C)C=O. Yields the product COC(=O)c1cc(CN=[N+]=[N-])cc([N+](=O)[O-])c1. RXN SMILES: [CH3:1][S:2]([O:3][CH2:6][c:7]1[cH:8][c:9]([C:16](=[O:17])[O:18][CH3:19])[cH:10][c:11]([N+:13](=[O:14])[O-:15])[cH:12]1)(=[O:4])=[O:5].[CH3:29][CH2:30][O:31][C:32](=[O:33])[CH3:34].[N-:21]=[N+:22]=[N-:23].[Na+:20].[O:24]=[CH:25][N:26]([CH3:27])[CH3:28]>>[CH2:6]([c:7]1[cH:8][c:9]([C:16](=[O:17])[O:18][CH3:19])[cH:10][c:11]([N+:13](=[O:14])[O-:15])[cH:12]1)[N:21]=[N+:22]=[N-:23].